This data is from the Open Reaction Database (ORD), a public repository of structured organic reaction records. The task is: describe an organic reaction: reactants, conditions, products, and yield Starting materials: CCOC(=O)CC(C)=O, Nc1ccc(F)c(OCc2ccccc2)c1, C1CCCCC1, O, O, Cc1ccc(S(=O)(=O)O)cc1. Product: CCOC(=O)C=C(C)Nc1ccc(F)c(OCc2ccccc2)c1. As a reaction SMILES: [C:17]([CH2:18][C:19](=[O:20])[CH3:21])(=[O:22])[O:23][CH2:24][CH3:25].[CH2:1]([c:2]1[cH:3][cH:4][cH:5][cH:6][cH:7]1)[O:8][c:9]1[cH:10][c:11]([NH2:16])[cH:12][cH:13][c:14]1[F:15].[CH2:39]1[CH2:40][CH2:41][CH2:42][CH2:43][CH2:44]1.[OH2:26].[OH2:38].[c:27]1([CH3:28])[cH:29][cH:30][c:31]([S:32]([OH:33])(=[O:34])=[O:35])[cH:36][cH:37]1>>[CH2:1]([c:2]1[cH:3][cH:4][cH:5][cH:6][cH:7]1)[O:8][c:9]1[cH:10][c:11]([NH:16][C:19](=[CH:18][C:17](=[O:22])[O:23][CH2:24][CH3:25])[CH3:21])[cH:12][cH:13][c:14]1[F:15]. Reactants: C#CCBr, O=C([O-])[O-], CN(C)C=O, Cn1c(C(F)(F)F)cc(=O)n(-c2cc3[nH]c(=O)c(C(F)(F)F)cc3cc2F)c1=O, [K+], [K+]. Product: C#CCn1c(=O)c(C(F)(F)F)cc2cc(F)c(-n3c(=O)cc(C(F)(F)F)n(C)c3=O)cc21. Reaction SMILES: [Br:30][CH2:31][C:32]#[CH:33].[C:34](=[O:35])([O-:36])[O-:37].[CH3:40][N:41]([CH3:42])[CH:43]=[O:44].[F:1][c:2]1[cH:3][c:4]2[cH:5][c:6]([C:26]([F:27])([F:28])[F:29])[c:7](=[O:25])[nH:8][c:9]2[cH:10][c:11]1-[n:12]1[c:13](=[O:24])[n:14]([CH3:23])[c:15]([C:19]([F:20])([F:21])[F:22])[cH:16][c:17]1=[O:18].[K+:38].[K+:39]>>[F:1][c:2]1[cH:3][c:4]2[cH:5][c:6]([C:26]([F:27])([F:28])[F:29])[c:7](=[O:25])[n:8]([CH2:33][C:32]#[CH:31])[c:9]2[cH:10][c:11]1-[n:12]1[c:13](=[O:24])[n:14]([CH3:23])[c:15]([C:19]([F:20])([F:21])[F:22])[cH:16][c:17]1=[O:18]. Starting materials: COCc1ccoc1, C[Sn](C)(C)c1ccco1. The product is COCc1ccoc1[Sn](C)(C)C. As a reaction SMILES: [CH3:10][O:11][CH2:12][c:13]1[cH:14][cH:15][o:16][cH:17]1.[CH3:1][Sn:2]([c:3]1[o:4][cH:5][cH:6][cH:7]1)([CH3:8])[CH3:9]>>[CH3:1][Sn:2]([c:3]1[o:4][cH:5][cH:6][c:7]1[CH2:12][O:11][CH3:10])([CH3:8])[CH3:9]. The reactants are C(#N)C1=CC=C(C=C1)C=1SC=2NCCCCC2N1 (2-(4-cyanophenyl)-5,6,7,8-tetrahydro-4H-thiazolo[5,4-b]azepine), Cl (hydrogen chloride), C(C)O (ethanol). Run at time 8 hour. Yields the product Cl.Cl.C(C)OC(=N)C1=CC=C(C=C1)C=1SC=2NCCCCC2N1 (2-(4-Ethoxyformimidoylphenyl)-5,6,7,8-tetrahydro-4H-thiazolo[5,4-b]azepine dihydrochloride). Reaction SMILES: [C:1]([C:3]1[CH:8]=[CH:7][C:6]([C:9]2[S:10][C:11]3[NH:12][CH2:13][CH2:14][CH2:15][CH2:16][C:17]=3[N:18]=2)=[CH:5][CH:4]=1)#[N:2].[ClH:19].[CH2:20]([OH:22])[CH3:21]>>[ClH:19].[ClH:19].[CH2:20]([O:22][C:1]([C:3]1[CH:4]=[CH:5][C:6]([C:9]2[S:10][C:11]3[NH:12][CH2:13][CH2:14][CH2:15][CH2:16][C:17]=3[N:18]=2)=[CH:7][CH:8]=1)=[NH:2])[CH3:21] |f:3.4.5|. Procedure details: A solution (700 ml) of 2-(4-cyanophenyl)-5,6,7,8-tetrahydro-4H-thiazolo[5,4-b]azepine (8.00 g) in ethanol was saturated with hydrogen chloride, and allowed to stand overnight. It was concentrated under reduced pressure, and the residue was washed with ethyl ether and dried to give the title compound as a powder. Reactants: CCN(C(C)C)C(C)C (DIEA), Cl.NO (hydroxylamine hydrochloride), ClC=1C(=C2C(=NC1)N=C(N2C(CC)CC)O)C=O (6-Chloro-2-hydroxy-1-(pentan-3-yl)-1H-imidazo[4,5-b]pyridine-7-carbaldehyde). Run in C(Cl)Cl (CH2Cl2). Reaction conditions: temperature 60 celsius, time 2 hour. Product: ClC=1C(=C2C(=NC1)N=C(N2C(CC)CC)O)/C=N/O ((E)-6-Chloro-2-hydroxy-1-(pentan-3-yl)-1H-imidazo[4,5-b]pyridine-7-carbaldehyde oxime). The yield is 71.0%. As a reaction SMILES: [Cl:1][C:2]1[C:3]([CH:17]=O)=[C:4]2[N:10]([CH:11]([CH2:14][CH3:15])[CH2:12][CH3:13])[C:9]([OH:16])=[N:8][C:5]2=[N:6][CH:7]=1.CCN(C(C)C)C(C)C.Cl.[NH2:29][OH:30]>C(Cl)Cl>[Cl:1][C:2]1[C:3](/[CH:17]=[N:29]/[OH:30])=[C:4]2[N:10]([CH:11]([CH2:14][CH3:15])[CH2:12][CH3:13])[C:9]([OH:16])=[N:8][C:5]2=[N:6][CH:7]=1 |f:2.3|. Procedure details: 6-Chloro-2-hydroxy-1-(pentan-3-yl)-1H-imidazo[4,5-b]pyridine-7-carbaldehyde (20 mg) was dissolved in 3 mL of CH2Cl2. DIEA (130 uL, 10 eq.) and hydroxylamine hydrochloride (51.5 mg, 10 eq.) were added, and the resulting solution was stirred at 60° C. for 2 h. The solvent was evaporated, and the crude was purified by reversed phase HPLC using an acetonitrile/water gradient to give 15 mg of the desired product in 71.4% yield. m/z=283.20 [M+H]+ The reactants are C=CC1=CC=CC=C1 (styrene), C=C (ethylene), C=C (ethylene). The product is C=CC1=CC=CC=C1.C=C (styrene ethylene). RXN SMILES: [CH2:1]=[CH:2][C:3]1[CH:8]=[CH:7][CH:6]=[CH:5][CH:4]=1.[CH2:9]=[CH2:10]>>[CH2:1]=[CH:2][C:3]1[CH:8]=[CH:7][CH:6]=[CH:5][CH:4]=1.[CH2:9]=[CH2:10] |f:2.3|. Procedure details: Copolymerization of styrene and ethylene was performed in the same manner as in Example 2 except that the pressure of ethylene was changed to 0.5 MPa. As a result, 14.9 g of a styrene-ethylene copolymer was obtained. The catalyst activity was 443 Kg/gSc/hr. Reactants: FC1(C(CC1(F)F)(C(=O)Cl)C)F (2,2,3,3-tetrafluoro-1-(methyl)-cyclobutanecarbonyl chloride), N1C=CC2=CC=CC=C12 (indole), C(C)[Mg]Br (ethylmagnesium bromide). The reagents and catalysts are [Cl-].[Zn+2].[Cl-] (zinc chloride). Solvent: ClCCl (dichloromethane). The product is N1C=C(C2=CC=CC=C12)C(=O)C1(C(C(C1)(F)F)(F)F)C ((1H-Indol-3-yl)-(2,2,3,3-tetrafluoro-1-methylcyclobutyl)methanone). Isolated yield 28.6%. Reaction SMILES: [F:1][C:2]1([F:12])[C:5]([F:7])([F:6])[CH2:4][C:3]1([CH3:11])[C:8](Cl)=[O:9].[NH:13]1[C:21]2[C:16](=[CH:17][CH:18]=[CH:19][CH:20]=2)[CH:15]=[CH:14]1.C([Mg]Br)C>ClCCl.[Cl-].[Zn+2].[Cl-]>[NH:13]1[C:21]2[C:16](=[CH:17][CH:18]=[CH:19][CH:20]=2)[C:15]([C:8]([C:3]2([CH3:11])[CH2:4][C:5]([F:7])([F:6])[C:2]2([F:12])[F:1])=[O:9])=[CH:14]1 |f:4.5.6|. Procedure details: A mixture of 2,2,3,3-tetrafluoro-1-(methyl)-cyclobutanecarbonyl chloride (ABCR, 1.0 g, 4.9 mmol), indole (0.57 g, 4.9 mmol), ethylmagnesium bromide (1.0 M solution in THF, 5.4 ml, 5.4 mmol) and zinc chloride (1.0 M solution in Et2O, 5.4 mL, 5.4 mmol) in 50 mL of dichloromethane was processed as described in Example 1B to provide the title compound (0.40 g, 1.4 mmol, 29% yield). MS (DCI/NH3) m/z 286 (M+H)+.